Dataset: the Open Reaction Database (ORD), a public repository of structured organic reaction records. Task: describe an organic reaction: reactants, conditions, products, and yield Reactants: C(C)(=O)SC(CC(=O)O)CCC1=CC=CC=C1 (3-Acetylsulfanyl-5-phenyl-pentanoic acid), OS(=O)(=O)O (H2SO4). The solvent is C(Cl)Cl (DCM). Conditions: temperature -78 celsius. Yields the product C(C)(C)(C)OC(CC(CCC1=CC=CC=C1)SC(C)=O)=O (3-Acetylsulfanyl-5-phenyl-pentanoic acid tert-butyl ester). As a reaction SMILES: [C:1]([S:4][CH:5]([CH2:10][CH2:11][C:12]1[CH:17]=[CH:16][CH:15]=[CH:14][CH:13]=1)[CH2:6][C:7]([OH:9])=[O:8])(=[O:3])[CH3:2].OS(O)(=O)=O>C(Cl)Cl>[C:12]([O:8][C:7](=[O:9])[CH2:6][CH:5]([S:4][C:1](=[O:3])[CH3:2])[CH2:10][CH2:11][C:12]1[CH:13]=[CH:14][CH:15]=[CH:16][CH:17]=1)([CH3:17])([CH3:13])[CH3:11]. Procedure details: 3-Acetylsulfanyl-5-phenyl-pentanoic acid was taken up in DCM (15 mL) with stirring in a pressure bottle. c.H2SO4 (1 mL) was added and the solution cooled to −78° C. Isobutylene gas was bubbled through this solution until the volume had doubled. The pressure vessel was sealed and allowed to warm to room temperature and stirred overnight. The reaction was re-cooled to −78° C. and opened and warmed to room temparature. The excess isobuylene gas was allowed to evaporate and then the reaction solutio... Procedure details: A liquid crystal mixture, in accordance with claim 20, 10.3% p-n-butylbenzoic acid p'-cyanophenyl ester, 11.1% p-n-pentylbenzoic acid p'-cyanophenyl ester, 14.3% p-n-hexylbenzoic acid p'-cyanophenyl ester, 15.4% p-n-heptylbenzoic acid p'-cyanophenyl ester, 11.0% 5-n-pentyl-2-(4-cyanophenyl)pyrimidine, 21.2% 5-n-hexyl-2-(4-cyanophenyl)pyrimidine, 15.6% 2-(4-cyanophenyl)-5-(4-n-butylphenyl)pyrimidine and 15% 4-ethyl-4'-n-pentylbiphenyl. RXN SMILES: [CH2:1]([C:6]1[CH:7]=[N:8][C:9]([C:12]2[CH:17]=[CH:16][C:15]([C:18]#N)=[CH:14][CH:13]=2)=[N:10][CH:11]=1)[CH2:2][CH2:3][CH2:4]C.[CH2:20](C1C=NC(C2C=CC(C#N)=CC=2)=NC=1)CCCCC.C(C1C=CC(C2N=CC(C3C=CC(CCCC)=CC=3)=CN=2)=CC=1)#N.C(C1C=CC(C2C=CC(CCCCC)=CC=2)=CC=1)C>>[CH2:1]([C:6]1[CH:11]=[N:10][C:9]([C:12]2[CH:13]=[CH:14][C:15]([CH2:18][CH3:20])=[CH:16][CH:17]=2)=[N:8][CH:7]=1)[CH2:2][CH2:3][CH3:4]. Starting materials: p-n-butylbenzoic acid p'-cyanophenyl ester, C(CCCC)C=1C=NC(=NC1)C1=CC=C(C=C1)C#N (5-n-pentyl-2-(4-cyanophenyl)pyrimidine), p-n-heptylbenzoic acid p'-cyanophenyl ester, C(C)C1=CC=C(C=C1)C1=CC=C(C=C1)CCCCC (4-ethyl-4'-n-pentylbiphenyl), C(#N)C1=CC=C(C=C1)C1=NC=C(C=N1)C1=CC=C(C=C1)CCCC (2-(4-cyanophenyl)-5-(4-n-butylphenyl)pyrimidine), p-n-pentylbenzoic acid p'-cyanophenyl ester, p-n-hexylbenzoic acid p'-cyanophenyl ester, C(CCCCC)C=1C=NC(=NC1)C1=CC=C(C=C1)C#N (5-n-hexyl-2-(4-cyanophenyl)pyrimidine). Yields the product C(CCC)C=1C=NC(=NC1)C1=CC=C(C=C1)CC (5-n-butyl-2-(4-ethylphenyl)pyrimidine). The reactants are O=Cc1c(Br)cccc1Br, CC(C)(C)c1ccc2c(=O)[nH]ccc2c1, O=C([O-])[O-], [Cs+], [Cs+], C1COCCO1. Yields the product CC(C)(C)c1ccc2c(=O)n(-c3cccc(Br)c3C=O)ccc2c1. As a reaction SMILES: [Br:16][c:17]1[c:18]([CH:19]=[O:20])[c:21]([Br:25])[cH:22][cH:23][cH:24]1.[C:1]([CH3:2])([CH3:3])([CH3:4])[c:5]1[cH:6][c:7]2[cH:8][cH:9][nH:10][c:11](=[O:15])[c:12]2[cH:13][cH:14]1.[C:26](=[O:27])([O-:28])[O-:29].[Cs+:30].[Cs+:31].[O:32]1[CH2:33][CH2:34][O:35][CH2:36][CH2:37]1>>[C:1]([CH3:2])([CH3:3])([CH3:4])[c:5]1[cH:6][c:7]2[cH:8][cH:9][n:10](-[c:21]3[c:18]([CH:19]=[O:20])[c:17]([Br:16])[cH:24][cH:23][cH:22]3)[c:11](=[O:15])[c:12]2[cH:13][cH:14]1. Starting materials: FC1=C(OC2=C(C=NC=C2)/C=C/C(=O)O)C=CC(=C1)[N+](=O)[O-] ((E)-3-(4-(2-fluoro-4-nitrophenoxy)pyridin-3-yl)acrylic acid), CC(C)(C)OC(=O)NC1CCNCC1 (4-N-Boc-aminopiperidine), CCN(C(C)C)C(C)C (DIPEA), CN(C)C(=[N+](C)C)ON1C2=C(C=CC=C2)N=N1.[B-](F)(F)(F)F (TBTU). Run in CN(C)C=O (DMF), CCOC(=O)C (EtOAc). Run at time 2 hour. Yields the product FC1=C(OC2=C(C=NC=C2)/C=C/C(=O)N2CCC(CC2)NC(OC(C)(C)C)=O)C=CC(=C1)[N+](=O)[O-] ((E)-tert-Butyl 1-(3-(4-(2-fluoro-4-nitrophenoxy)pyridin-3-yl)acryloyl)piperidin-4-ylcarbamate). Yield: 53.8%. As a reaction SMILES: [F:1][C:2]1[CH:19]=[C:18]([N+:20]([O-:22])=[O:21])[CH:17]=[CH:16][C:3]=1[O:4][C:5]1[CH:10]=[CH:9][N:8]=[CH:7][C:6]=1/[CH:11]=[CH:12]/[C:13]([OH:15])=O.[CH3:23][C:24]([O:27][C:28]([NH:30][CH:31]1[CH2:36][CH2:35][NH:34][CH2:33][CH2:32]1)=[O:29])([CH3:26])[CH3:25].CCN(C(C)C)C(C)C.CN(C(ON1N=NC2C=CC=CC1=2)=[N+](C)C)C.[B-](F)(F)(F)F>CN(C=O)C.CCOC(C)=O>[F:1][C:2]1[CH:19]=[C:18]([N+:20]([O-:22])=[O:21])[CH:17]=[CH:16][C:3]=1[O:4][C:5]1[CH:10]=[CH:9][N:8]=[CH:7][C:6]=1/[CH:11]=[CH:12]/[C:13]([N:34]1[CH2:33][CH2:32][CH:31]([NH:30][C:28](=[O:29])[O:27][C:24]([CH3:25])([CH3:23])[CH3:26])[CH2:36][CH2:35]1)=[O:15] |f:3.4|. Procedure: A solution of (E)-3-(4-(2-fluoro-4-nitrophenoxy)pyridin-3-yl)acrylic acid (143 mg, 0.42 mmol), 4-N-Boc-aminopiperidine (Aldrich, 84 mg, 0.42 mmol) in DMF (1.5 mL) was treated with DIPEA (160 μL, 0.92 mmol), and TBTU (160 mg, 0.50 mmol) and the mixture stirred at rt for 2 h. The mixture was diluted with EtOAc, washed with saturated aq. NaHCO3 solution and brine, dried (MgSO4) and concentrated in vacuo. The crude product was purified by flash chromatography on silica gel eluting first with 30-100%... The reactants are CN(C)C=O, Cc1cc2oc(C(N)=O)cc(=O)c2c(C)c1Cl, O=P(Cl)(Cl)Cl. Yields the product Cc1cc2oc(C#N)cc(=O)c2c(C)c1Cl. RXN SMILES: [CH3:23][N:24]([CH3:25])[CH:26]=[O:27].[Cl:6][c:7]1[c:8]([CH3:22])[cH:9][c:10]2[c:11]([c:12](=[O:19])[cH:13][c:14]([C:16](=[O:17])[NH2:18])[o:15]2)[c:20]1[CH3:21].[P:1]([Cl:2])([Cl:3])([Cl:4])=[O:5]>>[Cl:6][c:7]1[c:8]([CH3:22])[cH:9][c:10]2[c:11]([c:12](=[O:19])[cH:13][c:14]([C:16]#[N:18])[o:15]2)[c:20]1[CH3:21]. Reactants: C(C1=CC=CC=C1)OC(=O)NC1C(N(C1)P(OC)([O-])=O)=O (3-Benzyloxycarbonylamino-2-oxo-1-azetidinylphosphonic acid, methyl ester), [K] (potassium), [H][H] (hydrogen). Reagents/catalysts: [Pd] (palladium on charcoal). The solvent is C(C)O (ethanol), C(C)O (ethanol). Reaction conditions: time 0.5 hour. Product: N[C@@H]1C(N(C1)P(OC)([O-])=O)=O ((S)-3-amino-2-oxo-1-azetidinylphosphonic acid, methyl ester), [K] (potassium). Reaction SMILES: C(OC([NH:11][CH:12]1[CH2:15][N:14]([P:16](=[O:20])([O-:19])[O:17][CH3:18])[C:13]1=[O:21])=O)C1C=CC=CC=1.[K:22].[H][H]>C(O)C.[Pd]>[NH2:11][C@H:12]1[CH2:15][N:14]([P:16](=[O:19])([O-:20])[O:17][CH3:18])[C:13]1=[O:21].[K:22] |^1:21,39|. Procedure details: 3-Benzyloxycarbonylamino-2-oxo-1-azetidinylphosphonic acid, methyl ester, potassium salt (250 mg; see example 4) in ethanol (7 ml) was added to a pre-hydrogenated suspension of 10% palladium on charcoal (125 mg) in ethanol (3 ml). The mixture was vigorously stirred under a hydrogen atmosphere for 0.5 hour, the atmosphere was exchanged for fresh hydrogen, and stirring was continued for an additional 0.5 hour. The catalyst was then replaced and the mixture was stirred for another 15 minutes under ... Starting materials: ClC1=CC=C(CC2C(CCC3=CC=C(C=C23)C#N)NC(OC(C)(C)C)=O)C=C1 (Tert-butyl [1-(4-chlorobenzyl)-7-cyano-1,2,3,4-tetrahydronaphthalen-2-yl]carbamate), Cl (hydrochloric acid). The solvent is ClCCl (dichloromethane), C(C)(C)O (isopropanol). Conditions: time 3 hour. The product is Cl.NC1CCC=2C=CC(=CC2C1CC1=CC=C(C=C1)Cl)C#N (7-Amino-8-(4-chlorobenzyl)-5,6,7,8-tetrahydronaphthalene-2-carbonitrile hydrochloride). RXN SMILES: [Cl:1][C:2]1[CH:28]=[CH:27][C:5]([CH2:6][CH:7]2[C:16]3[C:11](=[CH:12][CH:13]=[C:14]([C:17]#[N:18])[CH:15]=3)[CH2:10][CH2:9][CH:8]2[NH:19]C(=O)OC(C)(C)C)=[CH:4][CH:3]=1.Cl>ClCCl.C(O)(C)C>[ClH:1].[NH2:19][CH:8]1[CH:7]([CH2:6][C:5]2[CH:4]=[CH:3][C:2]([Cl:1])=[CH:28][CH:27]=2)[C:16]2[CH:15]=[C:14]([C:17]#[N:18])[CH:13]=[CH:12][C:11]=2[CH2:10][CH2:9]1 |f:4.5|. Procedure: Tert-butyl [1-(4-chlorobenzyl)-7-cyano-1,2,3,4-tetrahydronaphthalen-2-yl]carbamate (15 mg, 0.038 mmol) was dissolved in dichloromethane (1.5 mL) and 5 M hydrochloric acid in isopropanol (0.3 mL) was added. The reaction mixture was stirred for 3 h at room temperature. The solvent and the excess hydrochloric acid were evaporated in vacuo. Yield: 11 mg (0.033 mmol, 87%, colorless solid).